From a dataset of the Open Reaction Database (ORD), a public repository of structured organic reaction records. describe an organic reaction: reactants, conditions, products, and yield The reactants are CC1(CN(CC1)C(=O)[C@@H]1CC[C@H](CC1)C(F)(F)F)COC=1C(=NC=CC1)C(=O)OCC (ethyl 3-((3-methyl-1-(trans-4-(trifluoromethyl)cyclohexanecarbonyl)pyrrolidin-3-yl)methoxy)picolinate), COC=1C=C(C(=NC1)C(=O)OCC)OC[C@@H]1N(CCC1)C(=O)[C@@H]1CC[C@H](CC1)C(F)(F)F (ethyl 5-methoxy-3-(((R)-1-(trans-4-(trifluoromethyl)cyclohexanecarbonyl)pyrrolidin-2-yl)methoxy)picolinate). Yields the product CC1(CN(CC1)C(=O)[C@@H]1CC[C@H](CC1)C(F)(F)F)COC=1C(=NC=CC1)C(=O)O (3-((3-methyl-1-(trans-4-(trifluoromethyl)cyclohexanecarbonyl)pyrrolidin-3-yl)methoxy)picolinic acid). As a reaction SMILES: [CH3:1][C:2]1([CH2:19][O:20][C:21]2[C:22]([C:27]([O:29]CC)=[O:28])=[N:23][CH:24]=[CH:25][CH:26]=2)[CH2:6][CH2:5][N:4]([C:7]([C@H:9]2[CH2:14][CH2:13][C@H:12]([C:15]([F:18])([F:17])[F:16])[CH2:11][CH2:10]2)=[O:8])[CH2:3]1.COC1C=C(OC[C@H]2CCCN2C([C@H]2CC[C@H](C(F)(F)F)CC2)=O)C(C(OCC)=O)=NC=1>>[CH3:1][C:2]1([CH2:19][O:20][C:21]2[C:22]([C:27]([OH:29])=[O:28])=[N:23][CH:24]=[CH:25][CH:26]=2)[CH2:6][CH2:5][N:4]([C:7]([C@H:9]2[CH2:10][CH2:11][C@H:12]([C:15]([F:18])([F:16])[F:17])[CH2:13][CH2:14]2)=[O:8])[CH2:3]1. Procedure: The title compound was prepared according to the procedure described in Step 4 of EXAMPLE 31 using ethyl 3-((3-methyl-1-(trans-4-(trifluoromethyl)cyclohexanecarbonyl)pyrrolidin-3-yl)methoxy)picolinate (EXAMPLE 86 Step 3) in stead of ethyl 5-methoxy-3-(((R)-1-(trans-4-(trifluoromethyl)cyclohexanecarbonyl)pyrrolidin-2-yl)methoxy)picolinate.